This data is from the Open Reaction Database (ORD), a public repository of structured organic reaction records. The task is: describe an organic reaction: reactants, conditions, products, and yield The reactants are CC(C)(C)c1ccc(-c2cc(Cl)ncn2)cc1, COc1cccc(S)c1, [H-], [Na+], CN(C)C=O. The product is COc1cccc(Sc2cc(-c3ccc(C(C)(C)C)cc3)ncn2)c1. RXN SMILES: [C:1]([CH3:2])([CH3:3])([CH3:4])[c:5]1[cH:6][cH:7][c:8](-[c:11]2[n:12][cH:13][n:14][c:15]([Cl:17])[cH:16]2)[cH:9][cH:10]1.[CH3:18][O:19][c:20]1[cH:21][c:22]([SH:26])[cH:23][cH:24][cH:25]1.[H-:28].[Na+:27].[O:29]=[CH:30][N:31]([CH3:32])[CH3:33]>>[C:1]([CH3:2])([CH3:3])([CH3:4])[c:5]1[cH:6][cH:7][c:8](-[c:11]2[n:12][cH:13][n:14][c:15]([S:26][c:22]3[cH:21][c:20]([O:19][CH3:18])[cH:25][cH:24][cH:23]3)[cH:16]2)[cH:9][cH:10]1. Run at temperature 50 celsius. Solvent: CN(C=O)C (N,N-dimethylformamide). The yield is 88.1%. Reactants: [H-].[Na+] (Sodium hydride), N1(CCCCCC1)C1=CC(=NC2=CC(=CC=C12)CO)C ((4-azepan-1-yl-2-methyl-quinolin-7-yl)-methanol), FC1=CC=C(C#N)C=C1 (4-fluorobenzonitrile). RXN SMILES: [H-].[Na+].[N:3]1([C:10]2[C:19]3[C:14](=[CH:15][C:16]([CH2:20][OH:21])=[CH:17][CH:18]=3)[N:13]=[C:12]([CH3:22])[CH:11]=2)[CH2:9][CH2:8][CH2:7][CH2:6][CH2:5][CH2:4]1.F[C:24]1[CH:31]=[CH:30][C:27]([C:28]#[N:29])=[CH:26][CH:25]=1>CN(C)C=O>[N:3]1([C:10]2[C:19]3[C:14](=[CH:15][C:16]([CH2:20][O:21][C:24]4[CH:31]=[CH:30][C:27]([C:28]#[N:29])=[CH:26][CH:25]=4)=[CH:17][CH:18]=3)[N:13]=[C:12]([CH3:22])[CH:11]=2)[CH2:4][CH2:5][CH2:6][CH2:7][CH2:8][CH2:9]1 |f:0.1|. Product: N1(CCCCCC1)C1=CC(=NC2=CC(=CC=C12)COC1=CC=C(C#N)C=C1)C (4-(4-Azepan-1-yl-2-methyl-quinolin-7-ylmethoxy)-benzonitrile). Procedure details: Sodium hydride (55-65% dispersion in mineral oil, 22 mg, 0.55 mmol) was added to a mixture of (4-azepan-1-yl-2-methyl-quinolin-7-yl)-methanol (example 3, 120 mg, 0.44 mmol) and 4-fluorobenzonitrile (54 mg, 0.44 mmol) in N,N-dimethylformamide (1.5 mL). After heating 2 h at 50° C., the reaction mixture was partitioned between sat. aq. ammonium chloride solution and dichloromethane. The organic layer was separated, washed with brine, dried (MgSO4), and evaporated. Chromatography (SiO2, CH2Cl2/MeOH ...